From a dataset of the Open Reaction Database (ORD), a public repository of structured organic reaction records. describe an organic reaction: reactants, conditions, products, and yield Reactants: C(=O)(OC(C)(C)C)NCCSCC1=CC=CC=C1 (N-Boc-2-Benzylsulfanyl-ethylamine), C(=O)(C(F)(F)F)O (TFA). Run in C(Cl)Cl (CH2Cl2). Product: FC(C(=O)[O-])(F)F.C(C1=CC=CC=C1)SCC[NH3+] (2-Benzylsulfanyl-ethylammonium trifluoroacetate). Reaction SMILES: C([NH:8][CH2:9][CH2:10][S:11][CH2:12][C:13]1[CH:18]=[CH:17][CH:16]=[CH:15][CH:14]=1)(OC(C)(C)C)=O.[C:19]([OH:25])([C:21]([F:24])([F:23])[F:22])=[O:20]>C(Cl)Cl>[F:22][C:21]([F:24])([F:23])[C:19]([O-:25])=[O:20].[CH2:12]([S:11][CH2:10][CH2:9][NH3+:8])[C:13]1[CH:18]=[CH:17][CH:16]=[CH:15][CH:14]=1 |f:3.4|. Procedure: N-Boc-2-Benzylsulfanyl-ethylamine (56 mg, 0.21 mmol) in 1 mL dry CH2Cl2 was treated with 0.5 mL of TFA at 0° C. After reaction completion (checked by TLC), the reaction mixture was concentrated in vacuo. The residue was dissolved in toluene and concentrated. This procedure was repeated two more times and the residue was dried under high vacuum and used directly in the next step without further purification.